This data is from the Open Reaction Database (ORD), a public repository of structured organic reaction records. The task is: describe an organic reaction: reactants, conditions, products, and yield The product is CC(C)(C1=CC=C(C=C1)OCC2CO2)C3=CC=C(C=C3)OCC4CO4 (DGEBA). Starting materials: C(O)C(CC)(CO)CO (Trimethylolpropane), OC1=CC=C(C=C1)C(C)(C)C1=CC=C(C=C1)O (bisphenol A), C(O)C(CC)(CO)CO (TMP), epoxy, C(C1CO1)OCC1CO1 (diglycidylether), polyurethanes. Procedure details: Trimethylolpropane (TMP) used in the epoxy hardeners is a cheap, non-toxic, low melting point crystalline solid which is incompatible with diglycidylether of bisphenol A (DGEBA). TMP is presently used as a hardener for flexible polyurethanes. Clear solutions with DGEBA may be obtained by heating the mixture above the melting point of TMP, but the mixture becomes milky on cooling to room temperature and gross phase separation occurs on standing. TMP is unreactive with epoxy absent a suitable cata... As a reaction SMILES: C([C:3]([CH2:8][OH:9])([CH2:6]O)CC)O.[CH2:10]([O:14][CH2:15][CH:16]1O[CH2:17]1)[CH:11]1[O:13][CH2:12]1.OC1[CH:25]=[CH:24][C:23]([C:26]([C:29]2[CH:34]=[CH:33][C:32]([OH:35])=[CH:31][CH:30]=2)([CH3:28])[CH3:27])=CC=1>>[CH3:28][C:26]([C:23]1[CH:17]=[CH:16][C:15]([O:14][CH2:10][CH:11]2[O:13][CH2:12]2)=[CH:25][CH:24]=1)([C:29]1[CH:30]=[CH:31][C:32]([O:35][CH2:6][CH:3]2[O:9][CH2:8]2)=[CH:33][CH:34]=1)[CH3:27]. Yields the product CCc1nc2cccc3n2c1CN(CCCCCNS(=O)(=O)C(F)(F)F)C3, Cl. RXN SMILES: [CH2:2]([CH3:3])[c:4]1[n:5][c:6]2[cH:7][cH:8][cH:9][c:10]3[n:15]2[c:14]1[C:13](=[O:16])[N:12]([CH2:17][CH2:18][CH2:19][CH2:20][CH2:21][NH:22][S:23](=[O:24])(=[O:25])[C:26]([F:27])([F:28])[F:29])[CH2:11]3.[CH3:30][CH2:31][OH:32].[ClH:1]>>[CH2:2]([CH3:3])[c:4]1[n:5][c:6]2[cH:7][cH:8][cH:9][c:10]3[n:15]2[c:14]1[CH2:13][N:12]([CH2:17][CH2:18][CH2:19][CH2:20][CH2:21][NH:22][S:23](=[O:24])(=[O:25])[C:26]([F:27])([F:28])[F:29])[CH2:11]3.[ClH:1]. Reactants: CCc1nc2cccc3n2c1C(=O)N(CCCCCNS(=O)(=O)C(F)(F)F)C3, CCO, Cl. Reactants: CCCC1CCC(C2CCC(CC=O)CC2)CC1, C1CCOC1, [Cl-], CCOc1ccc(Br)cc1F, [Mg], [NH4+]. The product is CCCC1CCC(C2CCC(CC(O)c3ccc(OCC)c(F)c3)CC2)CC1. As a reaction SMILES: [CH2:13]([CH2:14][CH3:15])[CH:16]1[CH2:17][CH2:18][CH:19]([CH:22]2[CH2:23][CH2:24][CH:25]([CH2:28][CH:29]=[O:30])[CH2:26][CH2:27]2)[CH2:20][CH2:21]1.[CH2:33]1[O:34][CH2:35][CH2:36][CH2:37]1.[Cl-:31].[F:1][c:2]1[cH:3][c:4]([Br:11])[cH:5][cH:6][c:7]1[O:8][CH2:9][CH3:10].[Mg:12].[NH4+:32]>>[F:1][c:2]1[cH:3][c:4]([CH:29]([CH2:28][CH:25]2[CH2:24][CH2:23][CH:22]([CH:19]3[CH2:18][CH2:17][CH:16]([CH2:13][CH2:14][CH3:15])[CH2:21][CH2:20]3)[CH2:27][CH2:26]2)[OH:30])[cH:5][cH:6][c:7]1[O:8][CH2:9][CH3:10]. Product: NC(=O)c1ccn(-c2ccc(Oc3ccccc3)cc2)n1. Reaction SMILES: [CH2:1]([O:3][C:4](=[O:2])[c:6]1[n:7][n:8](-[c:11]2[cH:12][cH:13][c:14]([O:17][c:18]3[cH:19][cH:20][cH:21][cH:22][cH:23]3)[cH:15][cH:16]2)[cH:9][cH:10]1)[CH3:5].[CH3:25][OH:26].[NH3:24]>>[O:3]=[C:4]([c:6]1[n:7][n:8](-[c:11]2[cH:12][cH:13][c:14]([O:17][c:18]3[cH:19][cH:20][cH:21][cH:22][cH:23]3)[cH:15][cH:16]2)[cH:9][cH:10]1)[NH2:24]. Starting materials: CCOC(=O)c1ccn(-c2ccc(Oc3ccccc3)cc2)n1, CO, N. Reactants: FC(CCC[Mg]Br)(F)F (4,4,4-trifluorobutyl magnesium bromide), C[C@@]12CCC[C@H]1[C@@H]1CC=C3C=C(CC[C@]3(C)[C@H]1CC2)CO (androsta-3,5-diene-3-methanol), C1CCOC1 (THF). Product: FC(CCCC(O)[C@@H]1[C@]2(C)[C@@H](CC1)[C@@H]1CC=C3C=C(CC[C@]3(C)[C@H]1CC2)CO)(F)F (17β-(5,5,5-trifluoro-1-hydroxypentyl)-androsta-3,5-diene-3-methanol). As a reaction SMILES: [F:1][C:2]([F:9])([F:8])[CH2:3][CH2:4][CH2:5][Mg]Br.[CH3:10][C@:11]12[CH2:28][CH2:27][C@H:26]3[C@@H:16]([CH2:17][CH:18]=[C:19]4[C@:24]3([CH3:25])[CH2:23][CH2:22][C:21]([CH2:29][OH:30])=[CH:20]4)[C@@H:15]1[CH2:14][CH2:13][CH2:12]2.C1C[O:34][CH2:33]C1>>[F:1][C:2]([F:9])([F:8])[CH2:3][CH2:4][CH2:5][CH:33]([C@H:12]1[CH2:13][CH2:14][C@H:15]2[C@H:16]3[C@H:26]([CH2:27][CH2:28][C@:11]12[CH3:10])[C@:24]1([CH3:25])[C:19]([CH:20]=[C:21]([CH2:29][OH:30])[CH2:22][CH2:23]1)=[CH:18][CH2:17]3)[OH:34]. Procedure details: 4,4,4-trifluorobutyl magnesium bromide (0.25M in THF, 4.0 ml, 1.0 mmol) was added to a solution of (17β)-17-carboxaldehydo- androsta-3,5-diene-3-methanol (50 mg, 0.16 mmol) in THF at 0 degrees C. After 0.5 h the reaction was quenched with aqueous ammonium chloride, the aqueous layer was extracted with EtOAc, the combined organic extracts were dried (MgSO4), filtered, concentrated, and chromatographed (silica gel, 20% EtOAc) to yield the title compound. Reactants: C1(CCCCCC1)N1N=CC2=CC(=CC=C12)C(C(C(=O)OC)(C)C)C1=CC=CC=C1 (Methyl 3-(1-cycloheptyl-1H-indazol-5-yl)-2,2-dimethyl-3-phenylpropanoate), [OH-].[Na+] (NaOH). The solvent is CS(=O)C.CO (DMSO MeOH). Product: C1(CCCCCC1)N1N=CC2=CC(=CC=C12)C(C(C(=O)O)(C)C)C1=CC=CC=C1 (3-(1-cycloheptyl-1H-indazol-5-yl)-2,2-dimethyl-3-phenylpropanoic acid). Isolated yield 103.7%. RXN SMILES: [CH:1]1([N:8]2[C:16]3[C:11](=[CH:12][C:13]([CH:17]([C:25]4[CH:30]=[CH:29][CH:28]=[CH:27][CH:26]=4)[C:18]([CH3:24])([CH3:23])[C:19]([O:21]C)=[O:20])=[CH:14][CH:15]=3)[CH:10]=[N:9]2)[CH2:7][CH2:6][CH2:5][CH2:4][CH2:3][CH2:2]1.[OH-].[Na+]>CS(C)=O.CO>[CH:1]1([N:8]2[C:16]3[C:11](=[CH:12][C:13]([CH:17]([C:25]4[CH:26]=[CH:27][CH:28]=[CH:29][CH:30]=4)[C:18]([CH3:24])([CH3:23])[C:19]([OH:21])=[O:20])=[CH:14][CH:15]=3)[CH:10]=[N:9]2)[CH2:2][CH2:3][CH2:4][CH2:5][CH2:6][CH2:7]1 |f:1.2,3.4|. Procedure details: Methyl 3-(1-cycloheptyl-1H-indazol-5-yl)-2,2-dimethyl-3-phenylpropanoate (393 mg, 0.97 mmol) was hydrolyzed by heating with 10 equiv NaOH in 3:1 DMSO/MeOH (10 mL). Purified by HPLC to give 393 mg of 3-(1-cycloheptyl-1H-indazol-5-yl)-2,2-dimethyl-3-phenylpropanoic acid. (M+H)+=391. Reactants: BrCC=1C=CC=2N=C(N=C(C2N1)N1CCOCC1)Cl (4-(6-(bromomethyl)-2-chloropyrido[3,2-d]pyrimidin-4-yl)morpholine), [N-]=[N+]=[N-].[Na+] (sodium azide). Solvent: CN(C)C=O (DMF). Conditions: temperature 60 celsius. Yields the product N(=[N+]=[N-])CC=1C=CC=2N=C(N=C(C2N1)N1CCOCC1)Cl (4-(6-(azidomethyl)-2-chloropyrido[3,2-d]pyrimidin-4-yl)morpholine). Reaction SMILES: Br[CH2:2][C:3]1[CH:4]=[CH:5][C:6]2[N:7]=[C:8]([Cl:19])[N:9]=[C:10]([N:13]3[CH2:18][CH2:17][O:16][CH2:15][CH2:14]3)[C:11]=2[N:12]=1.[N-:20]=[N+:21]=[N-:22].[Na+]>CN(C=O)C>[N:20]([CH2:2][C:3]1[CH:4]=[CH:5][C:6]2[N:7]=[C:8]([Cl:19])[N:9]=[C:10]([N:13]3[CH2:18][CH2:17][O:16][CH2:15][CH2:14]3)[C:11]=2[N:12]=1)=[N+:21]=[N-:22] |f:1.2|. Procedure details: To 4-(6-(bromomethyl)-2-chloropyrido[3,2-d]pyrimidin-4-yl)morpholine 7 (0.5 g) in DMF (11 mL) was added sodium azide (2 eq). The reaction was heated at 60° C. for 1 hour and then extracted with ethyl acetate and brine. The organic layer was dried (Mg2SO4), filtered and concentrated to afford 0.437 g of crude 4-(6-(azidomethyl)-2-chloropyrido[3,2-d]pyrimidin-4-yl)morpholine. This intermediate was then suspended in THF (4 mL), triphenylphosphine (2 eq) was added and the reaction was stirred at roo... Reactants: BrCC(=O)C1=CC(=C(C=C1)O)CO (2-bromo-1-[4-hydroxy-3-(hydroxymethyl)phenyl]ethanone), N1=C(C=CC=C1)CCCCCCOCCCCCCNCC1=CC=CC=C1 (N-[6-[[6-(2-pyridinyl)hexy]oxy]hexyl]benzenemethanamine). Run in C1CCOC1 (THF). Run at time 24 hour. Product: OC1=C(C=C(C=C1)C(CN(CCCCCCOCCCCCCC1=NC=CC=C1)CC1=CC=CC=C1)=O)CO (1-[4-Hydroxy-3-(hydroxymethyl)phenyl]-2-[(phenylmethyl)[6-[[6-(2-pyridinyl)hexyl]oxy]hexyl]amino]ethanone). Yield: 90.4%. As a reaction SMILES: Br[CH2:2][C:3]([C:5]1[CH:10]=[CH:9][C:8]([OH:11])=[C:7]([CH2:12][OH:13])[CH:6]=1)=[O:4].[N:14]1[CH:19]=[CH:18][CH:17]=[CH:16][C:15]=1[CH2:20][CH2:21][CH2:22][CH2:23][CH2:24][CH2:25][O:26][CH2:27][CH2:28][CH2:29][CH2:30][CH2:31][CH2:32][NH:33][CH2:34][C:35]1[CH:40]=[CH:39][CH:38]=[CH:37][CH:36]=1>C1COCC1>[OH:11][C:8]1[CH:9]=[CH:10][C:5]([C:3](=[O:4])[CH2:2][N:33]([CH2:34][C:35]2[CH:40]=[CH:39][CH:38]=[CH:37][CH:36]=2)[CH2:32][CH2:31][CH2:30][CH2:29][CH2:28][CH2:27][O:26][CH2:25][CH2:24][CH2:23][CH2:22][CH2:21][CH2:20][C:15]2[CH:16]=[CH:17][CH:18]=[CH:19][N:14]=2)=[CH:6][C:7]=1[CH2:12][OH:13]. Procedure: A solution of 2-bromo-1-[4-hydroxy-3-(hydroxymethyl)phenyl]ethanone (1.00 g), N-[6-[[6-(2-pyridinyl)hexy]oxy]hexyl]benzenemethanamine (1.5 g) and DEA (1.58 g) in THF (20 ml) was left to stand for 24 h. The reaction mixture was filtered and the filtrate was concentrated to give an oil which was purified by FCC eluting with System B (95:5:1), to give the title compound as a yellow oil (1.96 g), t.l.c. (System A 80:20:2)) Rf 0.33.